Dataset: the Open Reaction Database (ORD), a public repository of structured organic reaction records. Task: describe an organic reaction: reactants, conditions, products, and yield Reactants: COC(=O)[C@H]1[C@H]2CC[C@@H](C[C@@H]1C1=CC=C(C=C1)OCC1=CC=CC=C1)N2C(=O)OC(C)(C)C ((rac.)-(1R*,2R*,3S*,5S*)-3-(4-Benzyloxy-phenyl)-8-aza-bicyclo[3.2.1]octane-2,8-dicarboxylic acid 8-tert-butyl ester 2-methyl ester). Reagents/catalysts: [OH-].[OH-].[Pd+2] (Pd(OH)2 on charcoal). The solvent is CO (MeOH), C1CCOC1 (THF). Conditions: time 8 hour. Yields the product COC(=O)[C@H]1[C@H]2CC[C@@H](C[C@@H]1C1=CC=C(C=C1)O)N2C(=O)OC(C)(C)C ((rac.)-(1R*,2R*,3S*,5S*)-3-(4-Hydroxy-phenyl)-8-aza-bicyclo[3.2.1]octane-2,8-dicarboxylic acid 8-tert-butyl ester 2-methyl ester). Isolated yield 97.2%. RXN SMILES: [CH3:1][O:2][C:3]([C@@H:5]1[C@@H:11]([C:12]2[CH:17]=[CH:16][C:15]([O:18]CC3C=CC=CC=3)=[CH:14][CH:13]=2)[CH2:10][C@H:9]2[N:26]([C:27]([O:29][C:30]([CH3:33])([CH3:32])[CH3:31])=[O:28])[C@@H:6]1[CH2:7][CH2:8]2)=[O:4]>CO.C1COCC1.[OH-].[OH-].[Pd+2]>[CH3:1][O:2][C:3]([C@@H:5]1[C@@H:11]([C:12]2[CH:13]=[CH:14][C:15]([OH:18])=[CH:16][CH:17]=2)[CH2:10][C@H:9]2[N:26]([C:27]([O:29][C:30]([CH3:33])([CH3:32])[CH3:31])=[O:28])[C@@H:6]1[CH2:7][CH2:8]2)=[O:4] |f:3.4.5|. Procedure: Pd(OH)2 on charcoal (20%, 76 mg) was added to a sol. of compound E6 (760 mg, 1.68 mmol) in MeOH (5.00 mL) and THF (5 mL). The mixture was purged with N2, then with H2. The mixture was stirred under an atmosphere of H2 overnight. The mixture was filtered through celite, and the filtrate was evaporated under reduced pressure. Drying the residue under high vacuum yielded the crude title compound (590 mg, 97%) that was used further without purification. LC-MS: tR=0.95 min; ES+: 347.36. The reactants are Cc1ccccc1Nc1nc(Cl)c2ccccc2n1, CN, CCO. The product is CNc1nc(Nc2ccccc2C)nc2ccccc12, Cl. Reaction SMILES: [CH3:1][c:2]1[c:3]([NH:8][c:9]2[n:10][c:11]3[cH:12][cH:13][cH:14][cH:15][c:16]3[c:17]([Cl:19])[n:18]2)[cH:4][cH:5][cH:6][cH:7]1.[CH3:20][NH2:21].[CH3:22][CH2:23][OH:24]>>[CH3:1][c:2]1[c:3]([NH:8][c:9]2[n:10][c:11]3[cH:12][cH:13][cH:14][cH:15][c:16]3[c:17]([NH:21][CH3:20])[n:18]2)[cH:4][cH:5][cH:6][cH:7]1.[ClH:19]. Starting materials: C(C1=CC=CC=C1)N1CC(CC1)(CF)CN(CC1=CC=CC=C1)CC1=CC=CC=C1 (1-Benzyl-3-(dibenzylaminomethyl)-3-fluoromethylpyrrolidine), O.NN (hydrazine monohydrate). Reagents/catalysts: [C].[Pd] (palladium-carbon). Solvent: C(C)O (ethanol). Product: NCC1(CNCC1)CF (3-Aminomethyl-3-fluoromethylpyrrolidine). Reaction SMILES: C([N:8]1[CH2:12][CH2:11][C:10]([CH2:15][N:16](CC2C=CC=CC=2)CC2C=CC=CC=2)([CH2:13][F:14])[CH2:9]1)C1C=CC=CC=1.O.NN>C(O)C.[C].[Pd]>[NH2:16][CH2:15][C:10]1([CH2:13][F:14])[CH2:11][CH2:12][NH:8][CH2:9]1 |f:1.2,4.5|. Procedure details: 1-Benzyl-3-(dibenzylaminomethyl)-3-fluoromethylpyrrolidine (4.55 g) was dissolved in ethanol (40 ml), and 10% palladium-carbon (1 g) and hydrazine monohydrate (2.15 g) were added. The mixture was refluxed for 1 hour. After the completion of the reaction, the catalyst was removed, and the mixture was concentrated to give the object compound as an oil. Reactants: CC(C)(C)NS(=O)(=O)CCCCl, [Li]CCCC, C1CCOC1. The product is CC(C)(C)NS(=O)(=O)C1CC1. RXN SMILES: [C:1]([CH3:2])([CH3:3])([CH3:4])[NH:5][S:6](=[O:7])(=[O:8])[CH2:9][CH2:10][CH2:11][Cl:12].[CH2:13]([Li:14])[CH2:15][CH2:16][CH3:17].[CH2:18]1[O:19][CH2:20][CH2:21][CH2:22]1>>[C:1]([CH3:2])([CH3:3])([CH3:4])[NH:5][S:6](=[O:7])(=[O:8])[CH:9]1[CH2:10][CH2:11]1. Starting materials: Cc1cc(F)ccc1Br, [C-]#N, [C-]#N, [Cl-], N, [NH4+], CN(C)C=O, O=C(C=Cc1ccccc1)C=Cc1ccccc1, O=C(C=Cc1ccccc1)C=Cc1ccccc1, O=C(C=Cc1ccccc1)C=Cc1ccccc1, O, [Pd], [Pd], [Zn+2]. The product is Cc1cc(F)ccc1C#N. RXN SMILES: [Br:6][c:7]1[c:8]([CH3:14])[cH:9][c:10]([F:13])[cH:11][cH:12]1.[C-:18]#[N:19].[C-:21]#[N:22].[Cl-:15].[NH3:17].[NH4+:16].[O:1]=[CH:2][N:3]([CH3:4])[CH3:5].[O:25]=[C:26]([CH:27]=[CH:28][c:29]1[cH:30][cH:31][cH:32][cH:33][cH:34]1)[CH:35]=[CH:36][c:37]1[cH:38][cH:39][cH:40][cH:41][cH:42]1.[O:43]=[C:44]([CH:45]=[CH:46][c:47]1[cH:48][cH:49][cH:50][cH:51][cH:52]1)[CH:53]=[CH:54][c:55]1[cH:56][cH:57][cH:58][cH:59][cH:60]1.[O:61]=[C:62]([CH:63]=[CH:64][c:65]1[cH:66][cH:67][cH:68][cH:69][cH:70]1)[CH:71]=[CH:72][c:73]1[cH:74][cH:75][cH:76][cH:77][cH:78]1.[OH2:79].[Pd:23].[Pd:24].[Zn+2:20]>>[N:3]#[C:5][c:7]1[c:8]([CH3:14])[cH:9][c:10]([F:13])[cH:11][cH:12]1. The reactants are CCCCCC(=O)Br, CCC(C)C(N)C(=O)[O-], [Na+]. Product: CCCCCC(=O)OC(=O)C(N)C(C)CC. As a reaction SMILES: [C:1]([CH2:2][CH2:3][CH2:4][CH2:5][CH3:6])(=[O:7])[Br:8].[NH2:9][CH:10]([C:11](=[O:12])[O-:13])[CH:14]([CH2:15][CH3:16])[CH3:17].[Na+:18]>>[C:1]([CH2:2][CH2:3][CH2:4][CH2:5][CH3:6])(=[O:7])[O:12][C:11]([CH:10]([NH2:9])[CH:14]([CH2:15][CH3:16])[CH3:17])=[O:13]. Starting materials: [BH3-]C#N, O=C1CCC1, CC(=O)O, CCOC(=O)CCC1CC(NCC2CC(n3ccc4c(NCc5ccc(OC)cc5OC)ncnc43)C3OC(C)(C)OC23)C1, CO, [Na+], [Na+], O=C([O-])O. Yields the product CCOC(=O)CCC1CC(N(CC2CC(n3ccc4c(NCc5ccc(OC)cc5OC)ncnc43)C3OC(C)(C)OC23)C2CCC2)C1. As a reaction SMILES: [C:45]([BH3-:46])#[N:47].[C:49]1(=[O:53])[CH2:50][CH2:51][CH2:52]1.[C:61]([OH:62])(=[O:63])[CH3:64].[CH3:1][O:2][c:3]1[c:4]([CH2:5][NH:6][c:7]2[c:8]3[c:9]([n:10][cH:11][n:12]2)[n:13]([CH:16]2[CH2:17][CH:18]([CH2:26][NH:27][CH:28]4[CH2:29][CH:30]([CH2:32][CH2:33][C:34](=[O:35])[O:36][CH2:37][CH3:38])[CH2:31]4)[CH:19]4[CH:20]2[O:21][C:22]([CH3:24])([CH3:25])[O:23]4)[cH:14][cH:15]3)[cH:39][cH:40][c:41]([O:43][CH3:44])[cH:42]1.[CH3:59][OH:60].[Na+:48].[Na+:58].[O-:54][C:55]([OH:56])=[O:57]>>[CH3:1][O:2][c:3]1[c:4]([CH2:5][NH:6][c:7]2[c:8]3[c:9]([n:10][cH:11][n:12]2)[n:13]([CH:16]2[CH2:17][CH:18]([CH2:26][N:27]([CH:28]4[CH2:29][CH:30]([CH2:32][CH2:33][C:34](=[O:35])[O:36][CH2:37][CH3:38])[CH2:31]4)[CH:49]4[CH2:50][CH2:51][CH2:52]4)[CH:19]4[CH:20]2[O:21][C:22]([CH3:24])([CH3:25])[O:23]4)[cH:14][cH:15]3)[cH:39][cH:40][c:41]([O:43][CH3:44])[cH:42]1. Reactants: O=C1N(CCC1(C1=CC=CC=C1)C1=CC=CC=C1)CC(=O)O (2-(2-oxo-3,3-diphenylpyrrolidin-1-yl)acetic acid), ON\C(\C1=CC=C(C=C1)C(F)(F)F)=N/[H] ((Z)—N-hydroxy-4-(trifluoromethyl)benzimidamide), FC1=CC=C(C=C1)C1(C(N(CC1)CC(=O)O)=O)C1=CC=C(C=C1)F (2-(3,3-bis(4-fluorophenyl)-2-oxopyrrolidin-1-yl)acetic acid), ON\C(=N/[H])\C=1C=CC(=NC1)NC(OC(C)(C)C)=O ((Z)-tert-butyl 5-(N-hydroxycarbamimidoyl)pyridin-2-ylcarbamate). The product is O=C1N(CCC1(C1=CC=CC=C1)C1=CC=CC=C1)CC1=NC(=NO1)C=1C=CC(=NC1)NC(OC(C)(C)C)=O (tert-butyl 5-{5-[(2-oxo-3,3-diphenylpyrrolidin-1-yl)methyl]-1,2,4-oxadiazol-3-yl}pyridin-2-ylcarbamate). As a reaction SMILES: [O:1]=[C:2]1[C:6]([C:13]2[CH:18]=[CH:17][CH:16]=[CH:15][CH:14]=2)([C:7]2[CH:12]=[CH:11][CH:10]=[CH:9][CH:8]=2)[CH2:5][CH2:4][N:3]1[CH2:19][C:20]([OH:22])=O.FC1C=CC(C2(C3C=CC(F)=CC=3)CCN(CC(O)=O)C2=O)=CC=1.O[NH:48]/[C:49](/[C:52]1[CH:53]=[CH:54][C:55]([NH:58][C:59](=[O:65])[O:60][C:61]([CH3:64])([CH3:63])[CH3:62])=[N:56][CH:57]=1)=[N:50]\[H].ON/C(=N\[H])/C1C=CC(C(F)(F)F)=CC=1>>[O:1]=[C:2]1[C:6]([C:7]2[CH:12]=[CH:11][CH:10]=[CH:9][CH:8]=2)([C:13]2[CH:18]=[CH:17][CH:16]=[CH:15][CH:14]=2)[CH2:5][CH2:4][N:3]1[CH2:19][C:20]1[O:22][N:48]=[C:49]([C:52]2[CH:53]=[CH:54][C:55]([NH:58][C:59](=[O:65])[O:60][C:61]([CH3:63])([CH3:62])[CH3:64])=[N:56][CH:57]=2)[N:50]=1. Procedure: The title compound was prepared using the procedure described in Example 190 substituting 2-(2-oxo-3,3-diphenylpyrrolidin-1-yl)acetic acid from Example 1C for 2-(3,3-bis(4-fluorophenyl)-2-oxopyrrolidin-1-yl)acetic acid and (Z)-tert-butyl 5-(N-hydroxycarbamimidoyl)pyridin-2-ylcarbamate for (Z)—N-hydroxy-4-(trifluoromethyl)benzimidamide. 1H NMR (300 MHz, CDCl3) δ ppm 8.85 (d, J=1.7, 1H), 8.22 (dd, J=2.2, 8.8, 1H), 8.07 (d, J=8.8, 1H), 7.48-7.28 (m, 10H), 4.89 (s, 2H), 3.57 (t, J=6.5, 2H), 2.89 (t,... Yields the product OC=1C(=C2COC(C2=CC1)=O)C (5-hydroxy-4-methyl-3H-isobenzofuran-1-one). Reported procedure: To a 2 L 3 neck flask equipped with overhead stirrer, N2 inlet, and condenser were charged 4-bromo-3-hydroxymethyl-2-methyl phenol (100 g, 461 mmol), CuCN (83.0 g, 921 mmol), and DMF (500 mL). The solution was sparged with N2 for 15 minutes and then heated to 145° C. to obtain a homogeneous solution. The solution was aged at 145° C. for 2 hours, and then the reaction mixture was cooled to 95° C. 41.5 mL water was added (sparged with N2), and the reaction aged for 20 hours. The reaction was coole... Reaction conditions: temperature 145 celsius, time 2 hour. Reactants: BrC1=C(C(=C(C=C1)O)C)CO (4-bromo-3-hydroxymethyl-2-methyl phenol), C(#N)[Cu] (CuCN), CN(C)C=O (DMF), 3. Solvent: O (water). RXN SMILES: Br[C:2]1[CH:7]=[CH:6][C:5]([OH:8])=[C:4]([CH3:9])[C:3]=1[CH2:10][OH:11].C([Cu])#N.CN([CH:18]=[O:19])C>O>[OH:8][C:5]1[C:4]([CH3:9])=[C:3]2[C:2](=[CH:7][CH:6]=1)[C:18](=[O:19])[O:11][CH2:10]2.